From a dataset of the Open Reaction Database (ORD), a public repository of structured organic reaction records. describe an organic reaction: reactants, conditions, products, and yield Procedure details: The title compound was prepared from 1,2-dip-tolylethane-1,2-dione and 5-chloro-pyridine-2,3-diamine analogously to 2,3-dip-tolylpyrido[2,3-b]pyrazine (Intermediate E step 1). Acetic acid is not used in this reaction. The solvent is C(C)(=O)O (Acetic acid). The product is ClC1=CC=2C(=NC(=C(N2)C2=CC=C(C=C2)C)C2=CC=C(C=C2)C)N=C1 (7-Chloro-2,3-dip-tolylpyrido[2,3-b]pyrazine). Reaction SMILES: [C:1]1([CH3:18])[CH:6]=[CH:5][C:4]([C:7](=O)[C:8]([C:10]2[CH:15]=[CH:14][C:13]([CH3:16])=[CH:12][CH:11]=2)=O)=[CH:3][CH:2]=1.[Cl:19][C:20]1[CH:21]=[C:22]([NH2:27])[C:23]([NH2:26])=[N:24][CH:25]=1.C1(C2N=C3CCCN(CCC/C=C/CC(O)=O)C3=NC=2C2C=CC=CC=2)C=CC=CC=1>C(O)(=O)C>[Cl:19][C:20]1[CH:25]=[N:24][C:23]2=[N:26][C:8]([C:10]3[CH:15]=[CH:14][C:13]([CH3:16])=[CH:12][CH:11]=3)=[C:7]([C:4]3[CH:5]=[CH:6][C:1]([CH3:18])=[CH:2][CH:3]=3)[N:27]=[C:22]2[CH:21]=1. Starting materials: C1(=CC=C(C=C1)C(C(=O)C1=CC=C(C=C1)C)=O)C (1,2-dip-tolylethane-1,2-dione), ClC=1C=C(C(=NC1)N)N (5-chloro-pyridine-2,3-diamine), C1(=CC=CC=C1)C1=C(N=C2C(=N1)CCCN2CCC/C=C/CC(=O)O)C2=CC=CC=C2 ((E)-7-(2,3-Diphenyl-7,8-dihydropyrido[3,2-b]pyrazin-5(6H)-yl)hept-3-enoic acid). Reactants: C(CCCCC)Br (n-hexyl bromide), C(#N)C(C(=O)OCC)C1=C(C(=CC=C1)SC1=C(C=CC=C1)C)OC (ethyl 2-cyano-2-[2-methoxy-3-(o-tolylthio)phenyl]acetate), [H-].[Na+] (sodium hydride). Run in CN(C=O)C (dimethylformamide), CN(C=O)C (dimethylformamide). Yields the product C(#N)C(C(=O)OCC)(CCCCCC)C1=C(C(=CC=C1)SC1=C(C=CC=C1)C)OC (ethyl 2-cyano-2-[2-methoxy-3-(o-tolylthio)phenyl]octanoate). Yield: 100.3%. Reaction SMILES: [C:1]([CH:3]([C:9]1[CH:14]=[CH:13][CH:12]=[C:11]([S:15][C:16]2[CH:21]=[CH:20][CH:19]=[CH:18][C:17]=2[CH3:22])[C:10]=1[O:23][CH3:24])[C:4]([O:6][CH2:7][CH3:8])=[O:5])#[N:2].[H-].[Na+].[CH2:27](Br)[CH2:28][CH2:29][CH2:30][CH2:31][CH3:32]>CN(C)C=O>[C:1]([C:3]([C:9]1[CH:14]=[CH:13][CH:12]=[C:11]([S:15][C:16]2[CH:21]=[CH:20][CH:19]=[CH:18][C:17]=2[CH3:22])[C:10]=1[O:23][CH3:24])([CH2:27][CH2:28][CH2:29][CH2:30][CH2:31][CH3:32])[C:4]([O:6][CH2:7][CH3:8])=[O:5])#[N:2] |f:1.2|. Reported procedure: A solution of ethyl 2-cyano-2-[2-methoxy-3-(o-tolylthio)phenyl]acetate (4 g) in dimethylformamide (5 ml) was added dropwise to a solution of sodium hydride (purity 65%, 450 mg) in dimethylformamide (20 ml) in 10 minutes at temperature below 10° C. with stirring. After stirring the mixture at the same temperature for 10 minutes, n-hexyl bromide (3.85 g) was added to the mixture and stirred at 50° C. for an hour. After evaporation, water was added to the residue, and the mixture was extracted with... Reactants: FC(C(=O)O)(F)F.C(CC1=CC=CC=C1)NC(C(C(=O)NCCC1=CC=CC=C1)N)=O (N,N′-diphenethyl-2-aminomalonamide trifluoroacetic acid salt), Cl.C(C)N=C=NCCCN(C)C (1-ethyl-3-(3-(dimethylamino)propyl)carbodiimide hydrochloric acid salt), C(C)(=S)[C@@H](C(=O)O)CCC1=CC=CC=C1 ((R)-2-thioacetyl-4-phenylbutyric acid), CN1CCOCC1 (N-methylmorpholine), O.ON1N=NC2=C1C=CC=C2 (1-hydroxybenztriazole hydrate). The solvent is C(C)(=O)OCC.CCCCCC (ethyl acetate hexane), ClCCl (dichloromethane). Reaction conditions: time 18 hour. Product: C(CC1=CC=CC=C1)NC(C(C(=O)NCCC1=CC=CC=C1)NC([C@H](CCC1=CC=CC=C1)C(C)=S)=O)=O (N,N′-diphenethyl-2-((S)-2-thioacetyl-4-phenylbutyrylamino)malonamide). The yield is 92.0%. Reaction SMILES: FC(F)(F)C(O)=O.[CH2:8]([NH:16][C:17](=[O:31])[CH:18]([NH2:30])[C:19]([NH:21][CH2:22][CH2:23][C:24]1[CH:29]=[CH:28][CH:27]=[CH:26][CH:25]=1)=[O:20])[CH2:9][C:10]1[CH:15]=[CH:14][CH:13]=[CH:12][CH:11]=1.[C:32]([C@H:35]([CH2:39][CH2:40][C:41]1[CH:46]=[CH:45][CH:44]=[CH:43][CH:42]=1)[C:36](O)=[O:37])(=[S:34])[CH3:33].CN1CCOCC1.Cl.C(N=C=NCCCN(C)C)C.O.ON1C2C=CC=CC=2N=N1>C(OCC)(=O)C.CCCCCC.ClCCl>[CH2:22]([NH:21][C:19](=[O:20])[CH:18]([NH:30][C:36](=[O:37])[C@@H:35]([C:32](=[S:34])[CH3:33])[CH2:39][CH2:40][C:41]1[CH:42]=[CH:43][CH:44]=[CH:45][CH:46]=1)[C:17]([NH:16][CH2:8][CH2:9][C:10]1[CH:11]=[CH:12][CH:13]=[CH:14][CH:15]=1)=[O:31])[CH2:23][C:24]1[CH:25]=[CH:26][CH:27]=[CH:28][CH:29]=1 |f:0.1,4.5,6.7,8.9|. Reported procedure: Combine N,N′-diphenethyl-2-aminomalonamide trifluoroacetic acid salt (0.50 g, 1.0 mmol) and dichloromethane (15 mL). Add (R)-2-thioacetyl-4-phenylbutyric acid (0.545 g, 1.0 mmol), N-methylmorpholine (0.22 mL, 2.0 mmol), and 1-ethyl-3-(3-(dimethylamino)propyl)carbodiimide hydrochloric acid salt (0.23 g, 1.2 mmol), and 1-hydroxybenztriazole hydrate (0.16 g, 1.2 mmol). After 18 hours, evaporate the reaction mixture in vacuo, dilute the concentrated reaction mixture with ethyl acetate, extract with ... Reactants: ClC1=C(C(=NC2=CC(=CC(=C12)F)F)N1CCOCC1)C (4-(4-chloro-5,7-difluoro-3-methylquinolin-2-yl)morpholine), O1CCC(=CC1)C=1C=C(C=NC1)N (5-(3,6-dihydro-2H-pyran-4-yl)pyridin-3-amine). Run in C1(=CC=CC=C1)C (toluene). The product is O1CCC(=CC1)C=1C=C(C=NC1)NC1=C(C(=NC2=CC(=CC(=C12)F)F)N1CCOCC1)C (N-(5-(3,6-dihydro-2H-pyran-4-yl)-pyridin-3-yl)-5,7-difluoro-3-methyl-2-morpholinoquinolin-4-amine). Reaction SMILES: Cl[C:2]1[C:11]2[C:6](=[CH:7][C:8]([F:13])=[CH:9][C:10]=2[F:12])[N:5]=[C:4]([N:14]2[CH2:19][CH2:18][O:17][CH2:16][CH2:15]2)[C:3]=1[CH3:20].[O:21]1[CH2:26][CH:25]=[C:24]([C:27]2[CH:28]=[C:29]([NH2:33])[CH:30]=[N:31][CH:32]=2)[CH2:23][CH2:22]1>C1(C)C=CC=CC=1>[O:21]1[CH2:22][CH:23]=[C:24]([C:27]2[CH:28]=[C:29]([NH:33][C:2]3[C:11]4[C:6](=[CH:7][C:8]([F:13])=[CH:9][C:10]=4[F:12])[N:5]=[C:4]([N:14]4[CH2:19][CH2:18][O:17][CH2:16][CH2:15]4)[C:3]=3[CH3:20])[CH:30]=[N:31][CH:32]=2)[CH2:25][CH2:26]1. Procedure: Essentially prepared according to Procedure H using 4-(4-chloro-5,7-difluoro-3-methylquinolin-2-yl)morpholine (40.0 mg, 0.130 mmol) and 5-(3,6-dihydro-2H-pyran-4-yl)pyridin-3-amine in toluene to give N-(5-(3,6-dihydro-2H-pyran-4-yl)-pyridin-3-yl)-5,7-difluoro-3-methyl-2-morpholinoquinolin-4-amine. 1H NMR (CDCl3) δ ppm 8.28 (1H, d, J=2.0 Hz), 8.07 (1H, d, J=2.5 Hz), 7.32 (1H, ddd, J=10.0, 2.5, 1.4 Hz), 7.03 (1H, t, J=2.2 Hz), 6.94 (1H, d, J=12.7 Hz), 6.81 (1H, ddd, J=13.9, 8.6, 2.5 Hz), 6.11-6.19... The reactants are [BH3-]C#N, CC(=O)O, Cc1ccc(C(=O)O)c2c1NCCC2, [Na+], [Na+], [OH-]. The product is Cc1ccc(C(=O)O)c2c1N(C)CCC2. RXN SMILES: [C:1]([BH3-:2])#[N:3].[CH3:21][C:22](=[O:23])[OH:24].[CH3:5][c:6]1[cH:7][cH:8][c:9]([C:16](=[O:17])[OH:18])[c:10]2[c:15]1[NH:14][CH2:13][CH2:12][CH2:11]2.[Na+:20].[Na+:4].[OH-:19]>>[CH3:1][N:14]1[CH2:13][CH2:12][CH2:11][c:10]2[c:9]([C:16](=[O:17])[OH:18])[cH:8][cH:7][c:6]([CH3:5])[c:15]21. Starting materials: C(C1=CC=CC=C1)N(C1CCC(CC1)N1CC2=CC=NC=C2CC1)C (N-Benzyl-4-(3,4-dihydro-2,6-naphthyridin-2(1H)-yl)-N-methylcyclohexanamine). Procedure details: N-Benzyl-4-(3,4-dihydro-2,6-naphthyridin-2(1H)-yl)-N-methylcyclohexanamine (250 mg, 0.746 mmol, 1.0 eq.) was dissolved in MeOH (5 ml) and degassed with N2. Pd(OH)2 (250 mg) was then added and hydrogenation was carried out for 8 hours. After monitoring by TLC, the reaction mixture was filtered over Celite and the filtrate was concentrated under reduced pressure. The crude product so obtained was used in the next stage without being purified further. Yield: 67% (124 mg, 0.506 mmol) The yield is 67.0%. Conditions: time 8 hour. The solvent is CO (MeOH). RXN SMILES: [CH2:1]([N:8](C)[CH:9]1[CH2:14][CH2:13][CH:12]([N:15]2[CH2:24][CH2:23][C:22]3[C:17](=[CH:18][CH:19]=[N:20][CH:21]=3)[CH2:16]2)[CH2:11][CH2:10]1)C1C=CC=CC=1>CO>[CH2:16]1[C:17]2[C:22](=[CH:21][N:20]=[CH:19][CH:18]=2)[CH2:23][CH2:24][N:15]1[CH:12]1[CH2:13][CH2:14][CH:9]([NH:8][CH3:1])[CH2:10][CH2:11]1. Product: C1N(CCC2=CN=CC=C12)C1CCC(CC1)NC (4-(3,4-Dihydro-2,6-naphthyridin-2(1H)-yl)-N-methylcyclohexanamine). Starting materials: C(C)(C)NC(C)C (diisopropylamine), C(CCC)[Li] (butyllithium), N1(CCOCC1)C=O (morpholine-4-carbaldehyde), ClC=1C=CC(=NC1)F (5-chloro-2-fluoro-pyridine). Solvent: C1CCOC1 (THF). Conditions: temperature -78 celsius, time 5 minute. Yields the product ClC=1C=NC(=C(C=O)C1)F (5-chloro-2-fluoronicotinaldehyde). Isolated yield 73.8%. RXN SMILES: C(NC(C)C)(C)C.C([Li])CCC.[Cl:13][C:14]1[CH:15]=[CH:16][C:17]([F:20])=[N:18][CH:19]=1.N1(C=O)CC[O:24][CH2:23]C1>C1COCC1>[Cl:13][C:14]1[CH:19]=[N:18][C:17]([F:20])=[C:16]([CH:15]=1)[CH:23]=[O:24]. Procedure details: To a cold (0° C.) solution of diisopropylamine (12.8 mL, 91.2 mmol) in THF (100 mL) was added butyllithium (31.9 mL of 2.5 M, 79.8 mmol) over 5 min. After 5 min, the reaction was cooled to −78° C. for 15 min. Then 5-chloro-2-fluoro-pyridine (10.0 g, 76.0 mmol) was slowly added over 5 min. The reaction was kept at −78° C. for an additional 1.5 hr. Then, morpholine-4-carbaldehyde (17.5 g, 152.1 mmol) was added rapidly. The mixture was stirred for a further 2 min and quenched with 10% citric acid a...